Dataset: the Open Reaction Database (ORD), a public repository of structured organic reaction records. Task: describe an organic reaction: reactants, conditions, products, and yield Reactants: FC(C=1C=C(C=CC1C)S(=O)(=O)Cl)(F)F (3-trifluoromethyl-4-methylbenzenesulphonyl chloride), BrN1C(CCC1=O)=O (N-bromosuccinimide). The solvent is C(Cl)(Cl)(Cl)Cl (carbon tetrachloride). Yields the product petroleum ether toluene, BrCC1=C(C=C(C=C1)S(=O)(=O)Cl)C(F)(F)F (4-(Bromomethyl)-3-trifluoromethylbenzenesulphonyl chloride). As a reaction SMILES: [F:1][C:2]([F:15])([F:14])[C:3]1[CH:4]=[C:5]([S:10]([Cl:13])(=[O:12])=[O:11])[CH:6]=[CH:7][C:8]=1[CH3:9].[Br:16]N1C(=O)CCC1=O>C(Cl)(Cl)(Cl)Cl>[Br:16][CH2:9][C:8]1[CH:7]=[CH:6][C:5]([S:10]([Cl:13])(=[O:12])=[O:11])=[CH:4][C:3]=1[C:2]([F:1])([F:14])[F:15]. Procedure details: 64.6 g (0.25 mol) of 3-trifluoromethyl-4-methylbenzenesulphonyl chloride are taken up in 500 ml of carbon tetrachloride and, after addition of 44.5 g (0.25 mol) of N-bromosuccinimide and 0.4 g of ABN, the mixture is heated under reflux for 24 hours. After cooling, the solids are filtered off and the filtrate is freed from the solvent. Flash chromatography with petroleum ether/toluene (4:1), 50 μm particle size, gives 33.9 g (40% of theory) of the title compound. Rf : 0.41 (petroleum ether/toluen... Procedure details: 750 mg (2.7 mmol) of 4-hydroxycyclophosphamide and 450 mg (2.7 mmol) of benzyl-hydroxycarbamate are dissolved in 6 ml of methylene chloride free of alcohol. A small amount of trichloroacetic acid is added thereto and the solution is allowed to stand at -25° C. in a refrigerator for 3 days. The resulting solution is filtered off, the mother liquor is diluted with 5 ml of chloroform, then is diluted with water and thereafter is washed with a dilute solution of NaHCO3 and with water. The washed sol... Run in C(Cl)Cl (methylene chloride), alcohol. The reactants are C1COP(=O)(NC1O)N(CCCl)CCCl (4-hydroxycyclophosphamide), C(C1=CC=CC=C1)OC(NO)=O (benzyl-hydroxycarbamate), ClC(C(=O)O)(Cl)Cl (trichloroacetic acid). Conditions: time 3 day. Reaction SMILES: [CH2:1]1[CH:7]([OH:8])[NH:6][P:4]([N:9]([CH2:13][CH2:14][Cl:15])[CH2:10][CH2:11][Cl:12])(=[O:5])[O:3][CH2:2]1.[CH2:16]([O:23][C:24](=[O:27])[NH:25]O)[C:17]1[CH:22]=[CH:21][CH:20]=[CH:19][CH:18]=1.ClC(Cl)(Cl)C(O)=O>C(Cl)Cl>[CH2:16]([O:23][C:24](=[O:27])[NH:25][O:8][CH:7]1[CH2:1][CH2:2][O:3][P:4]([N:9]([CH2:13][CH2:14][Cl:15])[CH2:10][CH2:11][Cl:12])(=[O:5])[NH:6]1)[C:17]1[CH:22]=[CH:21][CH:20]=[CH:19][CH:18]=1. Yields the product C(C1=CC=CC=C1)OC(NOC1NP(OCC1)(=O)N(CCCl)CCCl)=O (Benzyl-2-[bis-(2-chloroethyl)-amino]-2-oxo-tetrahydro-2H-1,3,2-oxazaphosphorin-4-yl-oxy-carbamate). The reactants are 0.255, CC1=CC(=C2C(=N1)N(C(=N2)CC)CC2=CC(=C(C=C2)O)CC=C)C (5,7-dimethyl-2-ethyl-3-[4-hydroxy-3-(2-propen-1-yl)phenylmethyl]-3H-imidazo[4,5-b]pyridine), [H][H] (hydrogen). Reagents/catalysts: [Pd] (palladium on carbon). Run in C(C)O (ethanol). Yields the product CC1=CC(=C2C(=N1)N(C(=N2)CC)CC2=CC(=C(C=C2)O)CCC)C (5,7-dimethyl-2-ethyl-3-[4-hydroxy-3-propylphenylmethyl]-3H-imidazo[4,5-b]pyridine). Isolated yield 93.0%. As a reaction SMILES: [CH3:1][C:2]1[N:7]=[C:6]2[N:8]([CH2:13][C:14]3[CH:19]=[CH:18][C:17]([OH:20])=[C:16]([CH2:21][CH:22]=[CH2:23])[CH:15]=3)[C:9]([CH2:11][CH3:12])=[N:10][C:5]2=[C:4]([CH3:24])[CH:3]=1.[H][H]>C(O)C.[Pd]>[CH3:1][C:2]1[N:7]=[C:6]2[N:8]([CH2:13][C:14]3[CH:19]=[CH:18][C:17]([OH:20])=[C:16]([CH2:21][CH2:22][CH3:23])[CH:15]=3)[C:9]([CH2:11][CH3:12])=[N:10][C:5]2=[C:4]([CH3:24])[CH:3]=1. Reported procedure: A solution of 0.255 (0.79 mmol) of the product of Example 7, Step G in 10 mL ethanol was placed in a small Parr hydrogenation flask and 50 mg of a 10% palladium on carbon catalyst was added. The reaction mixture was then shaken in a Parr apparatus under a 45 psig hydrogen atmosphere for 1 hour at room temperature. The reaction mixture was then removed from the flask, filtered, evaporated and dried in vacuo to afford 0.239g (93%) of the title compound which was used in the next step without furth... Starting materials: C1(CCCCC1)S(=O)(=O)Cl (Cyclohexanesulfonyl chloride), CN (methylamine), Cl (HCl). Conditions: time 1 hour. Yields the product CNS(=O)(=O)C1CCCCC1 (Cyclohexanesulfonic acid methylamide). As a reaction SMILES: [CH:1]1([S:7](Cl)(=[O:9])=[O:8])[CH2:6][CH2:5][CH2:4][CH2:3][CH2:2]1.[CH3:11][NH2:12].Cl>>[CH3:11][NH:12][S:7]([CH:1]1[CH2:6][CH2:5][CH2:4][CH2:3][CH2:2]1)(=[O:9])=[O:8]. Procedure: Cyclohexanesulfonyl chloride (500 mg) was added to methylamine (12.3 mL, 2M solution in tetrahydrofuran) and the reaction mixture was stirred at room temperature for one hour. The solution was added to 1M aqueous HCl and extracted with ethyl acetate. The extract was washed with brine and dried over anhydrous sodium sulfate. After filtration, the solvent was removed under vacuum to yield the product. Reactants: NN1CCCC1 (aminopyrrolidine), ClC1=CC=C(C=C1)CC(=O)N1C[C@H](CC1)NC1=NC2=CC=CC=C2C(=N1)N1CCN(CC1)C(=O)OC(C)(C)C (t-butyl 4-(2-((S)-1-(2-(4-chlorophenyl)ethanoyl)pyrrolidin-3-ylamino)quinazolin-4-yl)piperazine-1-carboxylate), Cl (HCl). Solvent: CO (methanol), C(C)(=O)OCC (ethyl acetate). Run at time 8 hour. The product is Cl.Cl.ClC1=CC=C(C=C1)CC(=O)N1C[C@H](CC1)NC1=NC2=CC=CC=C2C(=N1)N1CCNCC1 (2-(4-chlorophenyl)-1-((S)-3-(4-piperazin-1-ylquinazolin-2-ylamino)pyrrolidin-1-yl)ethanone dihydrochloride). RXN SMILES: NN1CCCC1.[Cl:7][C:8]1[CH:13]=[CH:12][C:11]([CH2:14][C:15]([N:17]2[CH2:21][CH2:20][C@H:19]([NH:22][C:23]3[N:32]=[C:31]([N:33]4[CH2:38][CH2:37][N:36](C(OC(C)(C)C)=O)[CH2:35][CH2:34]4)[C:30]4[C:25](=[CH:26][CH:27]=[CH:28][CH:29]=4)[N:24]=3)[CH2:18]2)=[O:16])=[CH:10][CH:9]=1.[ClH:46]>CO.C(OCC)(=O)C>[ClH:7].[ClH:46].[Cl:7][C:8]1[CH:9]=[CH:10][C:11]([CH2:14][C:15]([N:17]2[CH2:21][CH2:20][C@H:19]([NH:22][C:23]3[N:32]=[C:31]([N:33]4[CH2:38][CH2:37][NH:36][CH2:35][CH2:34]4)[C:30]4[C:25](=[CH:26][CH:27]=[CH:28][CH:29]=4)[N:24]=3)[CH2:18]2)=[O:16])=[CH:12][CH:13]=1 |f:5.6.7|. Procedure: To a mixture of t-butyl 4-(2-((S)-pyrrolidin-3-ylamino)quinazolin-4-yl)piperazine-1-carboxylate (0.30 g), p-chlorophenylacetic acid (0.13 g), and chloroform (5 mL) were added HOBt.H2O (0.18 g) and EDC.HCl (0.18 g), and the mixture was stirred at room temperature for 2 days. To the reaction mixture was added saturated aqueous sodium hydrogencarbonate, and the mixture was extracted with chloroform. The organic layer was dried with anhydrous sodium sulfate, the desiccant was removed by filtration, ... Reactants: COc1cc(CO)cc(OC)c1, O=S(Cl)Cl, c1ccncc1. RXN SMILES: [CH3:5][O:6][c:7]1[cH:8][c:9]([CH2:10][OH:11])[cH:12][c:13]([O:15][CH3:16])[cH:14]1.[S:1]([Cl:2])([Cl:3])=[O:4].[cH:17]1[cH:18][cH:19][n:20][cH:21][cH:22]1>>[Cl:3][CH2:10][c:9]1[cH:8][c:7]([O:6][CH3:5])[cH:14][c:13]([O:15][CH3:16])[cH:12]1. The product is COc1cc(CCl)cc(OC)c1. Reactants: Cl.C1N[C@@H](CC=2C3=CC=CC=C3NC12)C(=O)OC (Methyl (3S)-1,2,3,4-tetrahydro-β-carboline-3-carboxylate hydrochloride), Cl.COC(C(N)CC1=CNC2=CC=CC=C12)=O (DL-tryptophan methyl ester hydrochloride). Yields the product C1NC(CC=2C3=CC=CC=C3NC12)C(=O)OC (Methyl (3RS)-1,2,3,4-tetrahydro-β-carboline-3-carboxylate). The yield is 75.0%. Reaction SMILES: Cl.[CH2:2]1[C:14]2[NH:13][C:12]3[C:7](=[CH:8][CH:9]=[CH:10][CH:11]=3)[C:6]=2[CH2:5][C@@H:4]([C:15]([O:17][CH3:18])=[O:16])[NH:3]1.Cl.COC(=O)C(CC1C2C(=CC=CC=2)NC=1)N>>[CH2:2]1[C:14]2[NH:13][C:12]3[C:7](=[CH:8][CH:9]=[CH:10][CH:11]=3)[C:6]=2[CH2:5][CH:4]([C:15]([O:17][CH3:18])=[O:16])[NH:3]1 |f:0.1,2.3|. Procedure details: In the same manner as described above (1) using DL-tryptophan methyl ester hydrochloride, there is obtained the title compound (75%) as colorless needles, m.p. 185°-187° C.